describe an organic reaction: reactants, conditions, products, and yield From a dataset of the Open Reaction Database (ORD), a public repository of structured organic reaction records. Reactants: N(=[N+]=[N-])C[C@@H](CC(=O)OCC)OC(CCCCC)=O (ethyl (R)-4-azido-3-hexanoyloxybutyrate), C(C)(=O)OCC (ethyl acetate). Conditions: time 7 hour. As a reaction SMILES: [N:1]([CH2:4][C@H:5]([O:12]C(=O)CCCCC)[CH2:6][C:7]([O:9][CH2:10][CH3:11])=[O:8])=[N+]=[N-].C([O:23][CH2:24][CH3:25])(=O)C>[Pd]>[C:24]([NH:1][CH2:4][C@H:5]([OH:12])[CH2:6][C:7]([O:9][CH2:10][CH3:11])=[O:8])(=[O:23])[CH2:25][CH2:4][CH2:5][CH2:6][CH3:7]. Procedure details: In a 200 ml autoclave were charged 8.50 g (29.5 mmol) of ethyl (R)-4-azido-3-hexanoyloxybutyrate, 0.20 g of 5% Pd—C, and 16 ml of ethyl acetate, and the mixture was stirred at room temperature under a hydrogen pressure of 1000 KPa. for 7 hours. The catalyst was removed for concentration to give 7.07 g (87%) of the title compound. The yield is 87.0%. The reagents and catalysts are [Pd] (Pd—C). Yields the product C(CCCCC)(=O)NC[C@@H](CC(=O)OCC)O (Ethyl (R)-4-Hexanoylamino-3-Hydroxybutyrate). The reactants are C1COCCO1, [Na+], COc1cc(C)ccc1S(=O)(=O)NC(=O)C(c1ccc2c(c1)OCO2)c1cn(C)c2ccc(Br)cc12, [OH-], CCCC[Sn](CO)(CCCC)CCCC, c1ccc(P(c2ccccc2)(c2ccccc2)[Pd](P(c2ccccc2)(c2ccccc2)c2ccccc2)(P(c2ccccc2)(c2ccccc2)c2ccccc2)P(c2ccccc2)(c2ccccc2)c2ccccc2)cc1. Yields the product COc1cc(C)ccc1S(=O)(=O)NC(=O)C(c1ccc2c(c1)OCO2)c1cn(C)c2ccc(CO)cc12. As a reaction SMILES: [CH2:54]1[O:55][CH2:56][CH2:57][O:58][CH2:59]1.[Na+:53].[O:1]1[CH2:2][O:3][c:4]2[c:5]1[cH:6][cH:7][c:8]([CH:10]([C:11](=[O:12])[NH:13][S:14](=[O:15])(=[O:16])[c:17]1[c:18]([O:24][CH3:25])[cH:19][c:20]([CH3:23])[cH:21][cH:22]1)[c:26]1[cH:27][n:28]([CH3:36])[c:29]3[cH:30][cH:31][c:32]([Br:35])[cH:33][c:34]13)[cH:9]2.[OH-:52].[OH:37][CH2:38][Sn:39]([CH2:40][CH2:41][CH2:42][CH3:43])([CH2:44][CH2:45][CH2:46][CH3:47])[CH2:48][CH2:49][CH2:50][CH3:51].[cH:60]1[cH:61][cH:62][c:63]([P:64]([Pd:65]([P:66]([c:67]2[cH:68][cH:69][cH:70][cH:71][cH:72]2)([c:73]2[cH:74][cH:75][cH:76][cH:77][cH:78]2)[c:79]2[cH:80][cH:81][cH:82][cH:83][cH:84]2)([P:85]([c:86]2[cH:87][cH:88][cH:89][cH:90][cH:91]2)([c:92]2[cH:93][cH:94][cH:95][cH:96][cH:97]2)[c:98]2[cH:99][cH:100][cH:101][cH:102][cH:103]2)[P:104]([c:105]2[cH:106][cH:107][cH:108][cH:109][cH:110]2)([c:111]2[cH:112][cH:113][cH:114][cH:115][cH:116]2)[c:117]2[cH:118][cH:119][cH:120][cH:121][cH:122]2)([c:123]2[cH:124][cH:125][cH:126][cH:127][cH:128]2)[c:129]2[cH:130][cH:131][cH:132][cH:133][cH:134]2)[cH:135][cH:136]1>>[O:1]1[CH2:2][O:3][c:4]2[c:5]1[cH:6][cH:7][c:8]([CH:10]([C:11](=[O:12])[NH:13][S:14](=[O:15])(=[O:16])[c:17]1[c:18]([O:24][CH3:25])[cH:19][c:20]([CH3:23])[cH:21][cH:22]1)[c:26]1[cH:27][n:28]([CH3:36])[c:29]3[cH:30][cH:31][c:32]([CH2:38][OH:37])[cH:33][c:34]13)[cH:9]2. The reactants are N1C(=O)CCC2=CC=CC=C12 (3,4-dihydrocarbostyril), F[B-](F)(F)F.C[O+](C)C (trimethyloxonium tetrafluoroborate), title material. Product: COC1=NC2=CC=CC=C2CC1 (3,4-dihydro-2-methoxyquinoline). As a reaction SMILES: [NH:1]1[C:11]2[C:6](=[CH:7][CH:8]=[CH:9][CH:10]=2)[CH2:5][CH2:4][C:2]1=[O:3].F[B-](F)(F)F.[CH3:17][O+](C)C>>[CH3:17][O:3][C:2]1[CH2:4][CH2:5][C:6]2[C:11](=[CH:10][CH:9]=[CH:8][CH:7]=2)[N:1]=1 |f:1.2|. Reported procedure: A sample of 3,4-dihydrocarbostyril (Apin Chemicals Ltd., 736 mg, 5.0 mmol) was reacted with trimethyloxonium tetrafluoroborate (924 mg, 6.2 mmol) by the method of EXAMPLE 26 to yield, after chromatography, 130 mg (16%) of the title material. Reactants: FC1=CC=CC2=C1C(N(CC=1N2C=NC1C#N)C)=O (7-fluoro-5-methyl-6-oxo-5,6-dihydro-4H-imidazo[1,5-a][1,4]benzodiazepine-3-carbonitrile), Cl.NO (hydroxylamine hydrochloride), C[O-].[Na+] (sodium methylate), CO (methanol), [Na] (sodium). Reaction conditions: time 16 hour. Product: N\C(\C=1N=CN2C1CN(C(C1=C2C=CC=C1F)=O)C)=N/O ((Z)-3-(amino-hydroxyimino-methyl)-7-fluoro-5-methyl-5,6-dihydro-4H-imidazo[1,5-a][1,4]benzodiazepin-6-one). Reaction SMILES: [F:1][C:2]1[C:7]2[C:8](=[O:19])[N:9]([CH3:18])[CH2:10][C:11]3[N:12]([CH:13]=[N:14][C:15]=3[C:16]#[N:17])[C:6]=2[CH:5]=[CH:4][CH:3]=1.Cl.[NH2:21][OH:22].C[O-].[Na+].CO.[Na]>>[NH2:17]/[C:16](=[N:21]\[OH:22])/[C:15]1[N:14]=[CH:13][N:12]2[C:6]3[CH:5]=[CH:4][CH:3]=[C:2]([F:1])[C:7]=3[C:8](=[O:19])[N:9]([CH3:18])[CH2:10][C:11]=12 |f:1.2,3.4,^1:27|. Procedure details: 2 g (7.8 mmol) of 7-fluoro-5-methyl-6-oxo-5,6-dihydro-4H-imidazo[1,5-a][1,4]benzodiazepine-3-carbonitrile and 1.1 g (15.6 mmol) of hydroxylamine hydrochloride were added to a freshly prepared solution of sodium methylate in methanol (from 0.27 g (11.7 mmol) of sodium in 50 ml of methanol), whereupon the mixture was stirred at room temperature for 16 hours. Subsequently, the suspension was evaporated and treated with 100 ml of water. The precipitate obtained was filtered off and dried in a high v... Reactants: Clc1ccc2c(c1)CCc1ccccc1C2=CBr, OB(O)c1ccc(O)cc1. Yields the product Oc1ccc(C=C2c3ccccc3CCc3cc(Cl)ccc32)cc1. As a reaction SMILES: [Br:11][CH:12]=[C:13]1[c:14]2[c:15]([cH:25][cH:26][cH:27][cH:28]2)[CH2:16][CH2:17][c:18]2[c:19]1[cH:20][cH:21][c:22]([Cl:24])[cH:23]2.[OH:1][c:2]1[cH:3][cH:4][c:5]([B:8]([OH:9])[OH:10])[cH:6][cH:7]1>>[OH:1][c:2]1[cH:3][cH:4][c:5]([CH:12]=[C:13]2[c:14]3[c:15]([cH:25][cH:26][cH:27][cH:28]3)[CH2:16][CH2:17][c:18]3[c:19]2[cH:20][cH:21][c:22]([Cl:24])[cH:23]3)[cH:6][cH:7]1. The reactants are COC1CCCC1, COC(C)(OC)N(C)C, Nc1ccc(Cl)nn1. Product: CC(=Nc1ccc(Cl)nn1)N(C)C. RXN SMILES: [CH3:18][O:19][CH:20]1[CH2:21][CH2:22][CH2:23][CH2:24]1.[CH3:9][O:10][C:11]([CH3:12])([N:13]([CH3:14])[CH3:15])[O:16][CH3:17].[Cl:1][c:2]1[cH:3][cH:4][c:5]([NH2:8])[n:6][n:7]1>>[Cl:1][c:2]1[cH:3][cH:4][c:5]([N:8]=[C:11]([CH3:12])[N:13]([CH3:14])[CH3:15])[n:6][n:7]1.